This data is from the Open Reaction Database (ORD), a public repository of structured organic reaction records. The task is: describe an organic reaction: reactants, conditions, products, and yield Reactants: ClCC(=O)Cl (chloracetyl chloride), N(C1=CC=CC=C1)CCO (2-anilinoethanol), CCO (EtOH), [OH-].[Na+] (sodium hydroxide), [OH-].[Na+] (sodium hydroxide). The solvent is O (water). Reaction conditions: temperature 41 celsius, time 1 hour. Yields the product C1(=CC=CC=C1)N1C(COCC1)=O (4-phenylmorpholin-3-one). Isolated yield 62.4%. RXN SMILES: [NH:1]([CH2:8][CH2:9][OH:10])[C:2]1[CH:7]=[CH:6][CH:5]=[CH:4][CH:3]=1.CCO.[OH-].[Na+].Cl[CH2:17][C:18](Cl)=[O:19]>O>[C:2]1([N:1]2[CH2:8][CH2:9][O:10][CH2:17][C:18]2=[O:19])[CH:7]=[CH:6][CH:5]=[CH:4][CH:3]=1 |f:2.3|. Procedure details: A 250-mL flask was charged with 2-anilinoethanol (9.17 ml, 73.2 mmol), 9 mL dry EtOH, an overhead stirrer, a calibrated pH probe, and 27 mL water. An addition funnel was charged with 10 N sodium hydroxide solution (45.4 ml, 454 mmol). The solution was heated to 41° C., and treated with chloracetyl chloride (17.5 ml, 220 mmol) via a syringe pump over 1 h. The sodium hydroxide solution was simultaneously added to the stirring solution so that the pH was maintained between 12 and 12.5. After the ad... The reactants are COc1ccc(CN(Cc2cn(-c3ccc(I)cc3)nc2-c2cccnc2)C(=O)c2ccc(Cl)s2)c(OC)c1, O=C1CCCCN1. Product: COc1ccc(CN(Cc2cn(-c3ccc(N4CCCCC4=O)cc3)nc2-c2cccnc2)C(=O)c2ccc(Cl)s2)c(OC)c1. Reaction SMILES: [Cl:1][c:2]1[cH:3][cH:4][c:5]([C:7](=[O:8])[N:9]([CH2:10][c:11]2[c:12](-[c:23]3[cH:24][n:25][cH:26][cH:27][cH:28]3)[n:13][n:14](-[c:16]3[cH:17][cH:18][c:19]([I:22])[cH:20][cH:21]3)[cH:15]2)[CH2:29][c:30]2[c:31]([O:38][CH3:39])[cH:32][c:33]([O:36][CH3:37])[cH:34][cH:35]2)[s:6]1.[NH:40]1[C:41](=[O:46])[CH2:42][CH2:43][CH2:44][CH2:45]1>>[Cl:1][c:2]1[cH:3][cH:4][c:5]([C:7](=[O:8])[N:9]([CH2:10][c:11]2[c:12](-[c:23]3[cH:24][n:25][cH:26][cH:27][cH:28]3)[n:13][n:14](-[c:16]3[cH:17][cH:18][c:19]([N:40]4[C:41](=[O:46])[CH2:42][CH2:43][CH2:44][CH2:45]4)[cH:20][cH:21]3)[cH:15]2)[CH2:29][c:30]2[c:31]([O:38][CH3:39])[cH:32][c:33]([O:36][CH3:37])[cH:34][cH:35]2)[s:6]1. Starting materials: ClC1=CC2=C(NC(=NS2(=O)=O)N2C=NC=C2)N=C1 (7-chloro-3-(imidazol-1-yl)-4H-pyrido[2,3-e]-1,2,4-thiadiazine 1,1-dioxide), C(CCCCCCC)N (octylamine), Compound 14. Yields the product ClC1=CC2=C(NC(=NS2(=O)=O)NCCCCCCCC)N=C1 (7-Chloro-3-octylamino-4H- pyrido[2,3-e]-1,2,4-thiadiazine 1,1-dioxide). As a reaction SMILES: [Cl:1][C:2]1[CH:18]=[N:17][C:5]2[NH:6][C:7]([N:12]3[CH:16]=[CH:15]N=C3)=[N:8][S:9](=[O:11])(=[O:10])[C:4]=2[CH:3]=1.[CH2:19](N)[CH2:20][CH2:21][CH2:22][CH2:23][CH2:24]CC>>[Cl:1][C:2]1[CH:18]=[N:17][C:5]2[NH:6][C:7]([NH:12][CH2:16][CH2:15][CH2:19][CH2:20][CH2:21][CH2:22][CH2:23][CH3:24])=[N:8][S:9](=[O:10])(=[O:11])[C:4]=2[CH:3]=1. Reported procedure: m.p. 170°-175° C.; from 7-chloro-3-(imidazol-1-yl)-4H-pyrido[2,3-e]-1,2,4-thiadiazine 1,1-dioxide and octylamine. (Compound 14). Procedure details: Ethyl bromoacetate (12.12 g, 0.073 mol) in dry acetonitrile (30 mL) was added dropwise to a mixture of N-(2,6-dimethylphenyl)-1-piperazineacetamide dihydrochloride hydrate (18.0 g, 0.073 mol) and potassium carbonate (18.0 g, 0.13 mol) in dry acetonitrile (200 mL). The mixture was stirred at room temperature for 16 h before it was filtered and evaporated. The residue was partitioned between ethyl acetate and water and the organic phase was separated, washed with brine dried and concentrated. Ther... RXN SMILES: Br[CH2:2][C:3]([O:5][CH2:6][CH3:7])=[O:4].O.Cl.Cl.[CH3:11][C:12]1[CH:17]=[CH:16][CH:15]=[C:14]([CH3:18])[C:13]=1[NH:19][C:20](=[O:28])[CH2:21][N:22]1[CH2:27][CH2:26][NH:25][CH2:24][CH2:23]1.C(=O)([O-])[O-].[K+].[K+]>C(#N)C>[CH3:11][C:12]1[CH:17]=[CH:16][CH:15]=[C:14]([CH3:18])[C:13]=1[NH:19][C:20]([CH2:21][N:22]1[CH2:23][CH2:24][N:25]([CH2:2][C:3]([O:5][CH2:6][CH3:7])=[O:4])[CH2:26][CH2:27]1)=[O:28] |f:1.2.3.4,5.6.7|. The yield is 86.3%. Solvent: C(C)#N (acetonitrile), C(C)#N (acetonitrile). Reactants: BrCC(=O)OCC (Ethyl bromoacetate), O.Cl.Cl.CC1=C(C(=CC=C1)C)NC(CN1CCNCC1)=O (N-(2,6-dimethylphenyl)-1-piperazineacetamide dihydrochloride hydrate), C([O-])([O-])=O.[K+].[K+] (potassium carbonate). Yields the product CC1=C(C(=CC=C1)C)NC(=O)CN1CCN(CC1)CC(=O)OCC (Ethyl 4-[[[(2,6-Dimethylphenyl)amino]carbonyl]methyl]-1-piperazineacetate). Run at time 16 hour. Reactants: BrC1=CC=C(C=C1)C(CCO)C (3-(4-bromophenyl)butan-1-ol), [H-].[Na+] (sodium hydride), IC (iodomethane). Solvent: O1CCCC1 (tetrahydrofuran). Conditions: time 30 minute. The product is BrC1=CC=C(C=C1)C(C)CCOC (1-bromo-4-(4-methoxybutan-2-yl)benzene). Isolated yield 64.1%. As a reaction SMILES: [Br:1][C:2]1[CH:7]=[CH:6][C:5]([CH:8]([CH3:12])[CH2:9][CH2:10][OH:11])=[CH:4][CH:3]=1.[H-].[Na+].I[CH3:16]>O1CCCC1>[Br:1][C:2]1[CH:3]=[CH:4][C:5]([CH:8]([CH2:9][CH2:10][O:11][CH3:16])[CH3:12])=[CH:6][CH:7]=1 |f:1.2|. Procedure: To the solution of 3-(4-bromophenyl)butan-1-ol (791 mg, 3.47 mmol) in tetrahydrofuran (50 mL) was added sodium hydride (278 mg, 6.94 mmol), the mixture was stirred at room temperature for 30 minutes, then iodomethane (985 mg, 6.94 mmol) was added, the mixture was stirred for 5 hours, then quenched with water (1 mL) concentrated and purified by column chromatography (silica gel, dichloromethane/methanol=20:1) to give 1-bromo-4-(4-methoxybutan-2-yl)benzene (541 mg, 64%). The reactants are CC1=C(C(NC(=N1)C(F)(F)F)=O)C(C)C (6-Methyl-5-(2-propyl)-2-trifluoromethyl-4H-pyrimidin-4-one), P(=O)(Cl)(Cl)Cl (phosphorus oxychloride), Na, O([Na])C (NaOCH3). The product is ClC1=NC(=NC(=C1C(C)C)C)C(F)(F)F (4-Chloro-6-methyl-5-(2-propyl)-2-(trifluoromethyl)pyrimidine). Isolated yield 58.0%. RXN SMILES: [CH3:1][C:2]1[N:7]=[C:6]([C:8]([F:11])([F:10])[F:9])[NH:5][C:4](=O)[C:3]=1[CH:13]([CH3:15])[CH3:14].O(C)[Na].P(Cl)(Cl)([Cl:21])=O>>[Cl:21][C:4]1[C:3]([CH:13]([CH3:15])[CH3:14])=[C:2]([CH3:1])[N:7]=[C:6]([C:8]([F:11])([F:10])[F:9])[N:5]=1. Reported procedure: 6-Methyl-5-(2-propyl)-2-trifluoromethyl-4H-pyrimidin-4-one of Example 3 (1.66 g, 7.5 mmol) was converted to a Na salt with NaOCH3 then refluxed with phosphorus oxychloride (6 mL) for 3 h. The reaction mixture was concentrated to a small volume, poured into crushed ice, and extracted with Et2O. The organic layer was washed with H2O (twice), dried over Na2SO4, and evaporated to give 1.05 g (58%) of a light yellow oil. Reactants: CCCCCCCCNCCCCCCCC, C[SH]1C2=C(CC=C2)C2=C1N1CNN(C(=O)N3CCOCC3)C1CN(c1ccccc1Cl)C2. The product is CCCCCCCCN(CCCCCCCC)C(=O)N1NCN2C3=C(CN(c4ccccc4Cl)CC21)C1=C(C=CC1)[SH]3C. RXN SMILES: [CH2:33]([CH2:34][CH2:35][CH2:36][CH2:37][CH2:38][CH2:39][CH3:40])[NH:41][CH2:42][CH2:43][CH2:44][CH2:45][CH2:46][CH2:47][CH2:48][CH3:49].[O:1]1[CH2:2][CH2:3][N:4]([C:7](=[O:8])[N:9]2[NH:10][CH2:11][N:12]3[CH:13]2[CH2:14][N:15]([c:26]2[c:27]([Cl:32])[cH:28][cH:29][cH:30][cH:31]2)[CH2:16][C:17]2=[C:18]3[SH:19]([CH3:25])[C:20]3=[C:21]2[CH2:22][CH:23]=[CH:24]3)[CH2:5][CH2:6]1>>[C:7](=[O:8])([N:9]1[NH:10][CH2:11][N:12]2[CH:13]1[CH2:14][N:15]([c:26]1[c:27]([Cl:32])[cH:28][cH:29][cH:30][cH:31]1)[CH2:16][C:17]1=[C:18]2[SH:19]([CH3:25])[C:20]2=[C:21]1[CH2:22][CH:23]=[CH:24]2)[N:41]([CH2:33][CH2:34][CH2:35][CH2:36][CH2:37][CH2:38][CH2:39][CH3:40])[CH2:42][CH2:43][CH2:44][CH2:45][CH2:46][CH2:47][CH2:48][CH3:49].